This data is from the Open Reaction Database (ORD), a public repository of structured organic reaction records. The task is: describe an organic reaction: reactants, conditions, products, and yield Reactants: C(C)OC(CC1=CC(=C(C=C1)OC)OC1=C(C=C(C=C1)NC(=O)OCCCl)CSCC(F)(F)F)=O ({3-[4-(2-chloro-ethoxycarbonylamino)-2-(2,2,2-trifluoro-ethylsulfanylmethyl)-phenoxy]-4-methoxy-phenyl}-acetic acid ethyl ester), [O-]CC.[Na+] (sodium ethoxide). Solvent: CCO (EtOH). Conditions: temperature 65 celsius, time 8 hour. Yields the product COC1=C(C=C(C=C1)CC(=O)O)OC1=C(C=C(C=C1)N1C(OCC1)=O)CSCC(F)(F)F ({4-Methoxy-3-[4-(2-oxo-oxazolidin-3-yl)-2-(2,2,2-trifluoro-ethylsulfanylmethyl)-phenoxy]-phenyl}-acetic acid). As a reaction SMILES: C([O:3][C:4](=[O:35])[CH2:5][C:6]1[CH:11]=[CH:10][C:9]([O:12][CH3:13])=[C:8]([O:14][C:15]2[CH:20]=[CH:19][C:18]([NH:21][C:22]([O:24][CH2:25][CH2:26]Cl)=[O:23])=[CH:17][C:16]=2[CH2:28][S:29][CH2:30][C:31]([F:34])([F:33])[F:32])[CH:7]=1)C.[O-]CC.[Na+]>CCO>[CH3:13][O:12][C:9]1[CH:10]=[CH:11][C:6]([CH2:5][C:4]([OH:3])=[O:35])=[CH:7][C:8]=1[O:14][C:15]1[CH:20]=[CH:19][C:18]([N:21]2[CH2:26][CH2:25][O:24][C:22]2=[O:23])=[CH:17][C:16]=1[CH2:28][S:29][CH2:30][C:31]([F:34])([F:32])[F:33] |f:1.2|. Procedure details: To {3-[4-(2-chloro-ethoxycarbonylamino)-2-(2,2,2-trifluoro-ethylsulfanylmethyl)-phenoxy]-4-methoxy-phenyl}-acetic acid ethyl ester (0.100 g, 0.19 mmol) in EtOH (5 mL) was added sodium ethoxide (21 wt % in EtOH; 4.61 mL, 0.37 mmol), and the reaction was stirred at 65° C. overnight. The mixture was partitioned between EtOAc and H2O, and the aqueous layer was extracted with EtOAc. The combined organic layers were dried over MgSO4, filtered, and concentrated, and the residue was purified by preparat... Yields the product BrC1=CC=C(C=C1)[C@@H]1[C@H](C1)CCO (2-[(1R,2S)-2-(4-Bromophenyl)cycloprop-1-yl]ethanol). Starting materials: BrC1=CC=C(C=C1)[C@@H]1[C@H](C1)C=C (1-Bromo-4-[(1S,2R)-2-vinyl-cycloprop-1-yl]benzene), CCCCCC.C(C)(=O)OCC (hexane ethyl acetate). Procedure details: The product from Example 30B was subjected to the conditions outlined in Example 26F, followed by chromatography (7:3 hexane/ethyl acetate) to provide the title compound. Reaction SMILES: [Br:1][C:2]1[CH:7]=[CH:6][C:5]([C@H:8]2[CH2:10][C@@H:9]2[CH:11]=[CH2:12])=[CH:4][CH:3]=1.CCCCCC.C(OCC)(=[O:21])C>>[Br:1][C:2]1[CH:7]=[CH:6][C:5]([C@H:8]2[CH2:10][C@@H:9]2[CH2:11][CH2:12][OH:21])=[CH:4][CH:3]=1 |f:1.2|. The reactants are C1(=CC=CC=C1)CC(CC1=CC=CC=C1)=NO (1,3-diphenyl-2-propanone oxime), Br.C(C)OC(=O)[C@H]1CN(CCC1)CCBr ((R)-1-(2-bromoethyl)-3-piperidinecarboxylic acid ethyl ester hydrobromide), C([O-])([O-])=O.[K+].[K+] (potassium carbonate). Run in CC(=O)C (acetone). Reaction conditions: time 3 day. Product: C(C)OC(=O)[C@H]1CN(CCC1)CCON=C(CC1=CC=CC=C1)CC1=CC=CC=C1 ((R)-1-(2-(((1,3-diphenylpropan-2-ylidene)amino)oxy)ethyl)-3-piperidinecarboxylic acid ethyl ester). The yield is 33.9%. RXN SMILES: [C:1]1([CH2:7][C:8](=[N:16][OH:17])[CH2:9][C:10]2[CH:15]=[CH:14][CH:13]=[CH:12][CH:11]=2)[CH:6]=[CH:5][CH:4]=[CH:3][CH:2]=1.Br.[CH2:19]([O:21][C:22]([C@@H:24]1[CH2:29][CH2:28][CH2:27][N:26]([CH2:30][CH2:31]Br)[CH2:25]1)=[O:23])[CH3:20].C(=O)([O-])[O-].[K+].[K+]>CC(C)=O>[CH2:19]([O:21][C:22]([C@@H:24]1[CH2:29][CH2:28][CH2:27][N:26]([CH2:30][CH2:31][O:17][N:16]=[C:8]([CH2:9][C:10]2[CH:11]=[CH:12][CH:13]=[CH:14][CH:15]=2)[CH2:7][C:1]2[CH:2]=[CH:3][CH:4]=[CH:5][CH:6]=2)[CH2:25]1)=[O:23])[CH3:20] |f:1.2,3.4.5|. Procedure details: A mixture of the above oxime (3.0 g, 13 mmol), (R)-1-(2-bromoethyl)-3-piperidinecarboxylic acid ethyl ester hydrobromide (4.6 g, 13 mmol), potassium carbonate (5.4 g, 39 mmol) and acetone (40 ml) was stirred at room temperature for 3 days. The mixture was filtered and the solvent was evaporated from the filtrate in vacuo. The residue was purified by column chromatography on silica gel (50 g, cyclohexane/ethyl acetate 3/1) to give 1.8 g of (R)-1-(2-(((1,3-diphenylpropan-2-ylidene)amino)oxy)ethyl)... The reactants are CO, CCO, O=c1[nH]cnc2ccc([N+](=O)[O-])cc12. The product is Nc1ccc2nc[nH]c(=O)c2c1. RXN SMILES: [CH3:15][OH:16].[CH3:17][CH2:18][OH:19].[N+:1]([O-:2])(=[O:3])[c:4]1[cH:5][c:6]2[c:7](=[O:14])[nH:8][cH:9][n:10][c:11]2[cH:12][cH:13]1>>[NH2:1][c:4]1[cH:5][c:6]2[c:7](=[O:14])[nH:8][cH:9][n:10][c:11]2[cH:12][cH:13]1. Starting materials: COCCC1CCN(C(=O)OC(C)(C)C)CC1, ClCCl, O=C(O)C(F)(F)F, O=c1sc2ccccc2n1CCCI, [K+], [K+], [Na+], O=C([O-])[O-], [OH-]. Yields the product COCCC1CCN(CCCn2c(=O)sc3ccccc32)CC1. RXN SMILES: [C:1]([O:2][C:6](=[O:3])[N:8]1[CH2:9][CH2:10][CH:11]([CH2:14][CH2:15][O:16][CH3:17])[CH2:12][CH2:13]1)([CH3:4])([CH3:5])[CH3:7].[Cl:47][CH2:48][Cl:49].[F:18][C:19]([F:20])([F:21])[C:22]([OH:23])=[O:24].[I:27][CH2:28][CH2:29][CH2:30][n:31]1[c:32](=[O:40])[s:33][c:34]2[c:35]1[cH:36][cH:37][cH:38][cH:39]2.[K+:41].[K+:42].[Na+:26].[O-:43][C:44]([O-:45])=[O:46].[OH-:25]>>[CH2:6]([N:8]1[CH2:9][CH2:10][CH:11]([CH2:14][CH2:15][O:16][CH3:17])[CH2:12][CH2:13]1)[CH2:29][CH2:30][n:31]1[c:32](=[O:40])[s:33][c:34]2[c:35]1[cH:36][cH:37][cH:38][cH:39]2. Reactants: resultant solution, Cl (hydrochloric acid), OC=1C=C(C=CC(=O)NC=2C(C(=O)[O-])=CC=CC2)C=CC1OC.[NH2+]1CCCCC1 (piperidinium N-(3-hydroxy-4-methoxycinnamoyl)anthranilate). Run in O (water), CO (methyl alcohol). Yields the product OC=1C=C(C=CC(=O)NC=2C(C(=O)O)=CC=CC2)C=CC1OC (N-(3-hydroxy-4-methoxycinnamoyl)anthranilic acid). Yield: 97.0%. RXN SMILES: [OH:1][C:2]1[CH:3]=[C:4]([CH:19]=[CH:20][C:21]=1[O:22][CH3:23])[CH:5]=[CH:6][C:7]([NH:9][C:10]1[C:11](=[CH:15][CH:16]=[CH:17][CH:18]=1)[C:12]([O-:14])=[O:13])=[O:8].[NH2+]1CCCCC1.Cl>O.CO>[OH:1][C:2]1[CH:3]=[C:4]([CH:19]=[CH:20][C:21]=1[O:22][CH3:23])[CH:5]=[CH:6][C:7]([NH:9][C:10]1[C:11](=[CH:15][CH:16]=[CH:17][CH:18]=1)[C:12]([OH:14])=[O:13])=[O:8] |f:0.1|. Procedure: A 10 g quantity of piperidinium N-(3-hydroxy-4-methoxycinnamoyl)anthranilate is dissolved in a mixture of 80 ml of water and 80 ml of methyl alcohol with heating, and the resultant solution is added dropwise to 85 ml of diluted hydrochloric acid (5 ml of conc. hydrochloric acid and 80 ml of water) with stirring. The precipitated crystals which form are collected by filtration, washed with water and then dried at 90°-100° C. under reduced pressure for 3 hours to yield N-(3-hydroxy-4-methoxycinnam...